Dataset: the Open Reaction Database (ORD), a public repository of structured organic reaction records. Task: describe an organic reaction: reactants, conditions, products, and yield Starting materials: CC(C)(C)OC(=O)N1CCC(n2ncc3c(Cl)ncnc32)CC1, O=C([O-])[O-], CCOC(C)=O, CN(C)C=O, [K+], [K+], O, COc1ccc(O)cn1. Yields the product COc1ccc(Oc2ncnc3c2cnn3C2CCN(C(=O)OC(C)(C)C)CC2)cn1. As a reaction SMILES: [C:1]([CH3:2])([CH3:3])([CH3:4])[O:5][C:6](=[O:7])[N:8]1[CH2:9][CH2:10][CH:11]([n:14]2[n:15][cH:16][c:17]3[c:18]2[n:19][cH:20][n:21][c:22]3[Cl:23])[CH2:12][CH2:13]1.[C:33](=[O:34])([O-:35])[O-:36].[CH3:39][CH2:40][O:41][C:42](=[O:43])[CH3:44].[CH3:45][N:46]([CH3:47])[CH:48]=[O:49].[K+:37].[K+:38].[OH2:50].[OH:24][c:25]1[cH:26][cH:27][c:28]([O:31][CH3:32])[n:29][cH:30]1>>[C:1]([CH3:2])([CH3:3])([CH3:4])[O:5][C:6](=[O:7])[N:8]1[CH2:9][CH2:10][CH:11]([n:14]2[n:15][cH:16][c:17]3[c:18]2[n:19][cH:20][n:21][c:22]3[O:24][c:25]2[cH:26][cH:27][c:28]([O:31][CH3:32])[n:29][cH:30]2)[CH2:12][CH2:13]1. Starting materials: O (Water), C(C)(C)(C)OC(=O)N1C(C=C(C=C1)Cl)CCCCCC (1-(tert-Butoxycarbonyl)-4-chloro-2-n-hexyl-1,2-dihydropyridine), C(CCC)[Li] (n-butyllithium), IC (iodomethane). Solvent: CCOCC (ether), C1CCOC1 (THF). Run at temperature -42 celsius, time 1 hour. Yields the product C(C)(C)(C)OC(=O)N1C(C=C(C=C1C)Cl)CCCCCC (1-(tert-Butoxycarbonyl)-4-chloro-6-methyl-2-n-hexyl-1,2-dihydropyridine). Isolated yield 96.5%. As a reaction SMILES: [C:1]([O:5][C:6]([N:8]1[CH:13]=[CH:12][C:11]([Cl:14])=[CH:10][CH:9]1[CH2:15][CH2:16][CH2:17][CH2:18][CH2:19][CH3:20])=[O:7])([CH3:4])([CH3:3])[CH3:2].[CH2:21]([Li])CCC.IC.O>C1COCC1.CCOCC>[C:1]([O:5][C:6]([N:8]1[C:13]([CH3:21])=[CH:12][C:11]([Cl:14])=[CH:10][CH:9]1[CH2:15][CH2:16][CH2:17][CH2:18][CH2:19][CH3:20])=[O:7])([CH3:4])([CH3:3])[CH3:2]. Procedure details: To a stirred solution of 1-(tert-Butoxycarbonyl)-4-chloro-2-n-hexyl-1,2-dihydropyridine (4.84 g, 16.14 mmol) in 180 ml of THF at −42° C. was added n-butyllithium (19.4 mL, 19.37 mmol) dropwise via syringe. After the mixture had stirred at −42° C. for 1 h, iodomethane (3.0 mL, 48.42 mmol) was added and stirring was continued at −42° C. for 1 h and then at room temperature for 1 h. Water (50 mL) and ether (100 mL) were added, the layers were separated, the aqueous phase was extracted with ether (2... Reactants: NCCC(=O)O (β-alanine), [OH-].[Na+] (sodium hydroxide), C(#N)C1=CC=C(C=C1)NC(SC)=NC#N (N-(4-cyanophenyl)-N'-cyano-S-methylisothiourea). The solvent is O (water), C(C)O (ethanol), C([O-])([O-])=O.[Na+].[Na+] (sodium carbonate). Yields the product C(#N)N=C(NCCC(=O)O)NC1=CC=C(C=C1)C#N (N-[cyanoimino(4-cyanophenylamino)methyl]-3-aminopropanoic acid). Isolated yield 63.4%. Reaction SMILES: [NH2:1][CH2:2][CH2:3][C:4]([OH:6])=[O:5].[OH-].[Na+].[C:9]([C:11]1[CH:16]=[CH:15][C:14]([NH:17][C:18](=[N:21][C:22]#[N:23])SC)=[CH:13][CH:12]=1)#[N:10]>O.C(O)C.C(=O)([O-])[O-].[Na+].[Na+]>[C:22]([N:21]=[C:18]([NH:17][C:14]1[CH:15]=[CH:16][C:11]([C:9]#[N:10])=[CH:12][CH:13]=1)[NH:1][CH2:2][CH2:3][C:4]([OH:6])=[O:5])#[N:23] |f:1.2,6.7.8|. Procedure details: A mixture of 12.3 g (0.138 mol) of β-alanine and of 5.52 g (0.138 mol) of sodium hydroxide in 100 cm3 of water is added to a solution of 20 g (0.092 mol) of N-(4-cyanophenyl)-N'-cyano-S-methylisothiourea in 300 cm3 of 95% ethanol. The mixture is heated to reflux for 4 hours. After cooling, the solution is filtered then concentrated to dryness in vacuo. The residue obtained is dissolved in 200 cm3 of a 2% sodium carbonate solution. The resulting solution is washed by dichloromethane (3×50 cm3) th...